This data is from the Open Reaction Database (ORD), a public repository of structured organic reaction records. The task is: describe an organic reaction: reactants, conditions, products, and yield Starting materials: CC(C)=O, COc1cccc(CCOS(C)(=O)=O)c1, [I-], [Na+]. Product: COc1cccc(CCI)c1. As a reaction SMILES: [CH3:18][C:19](=[O:20])[CH3:21].[CH3:1][S:2]([O:3][CH2:6][CH2:7][c:8]1[cH:9][c:10]([O:14][CH3:15])[cH:11][cH:12][cH:13]1)(=[O:4])=[O:5].[I-:17].[Na+:16]>>[CH2:6]([CH2:7][c:8]1[cH:9][c:10]([O:14][CH3:15])[cH:11][cH:12][cH:13]1)[I:17]. The reactants are Cl.COC=1C=C(C=CC1OC)C=1C(C(N(N1)C1CCNCC1)=O)(C)C (5-(3,4-dimethoxyphenyl)-4,4-dimethyl-2-(piperidin-4-yl)-2,4-dihydro-3H-pyrazol-3-one hydrochloride), Cl.COC=1C=C(C=CC1OC)C=1C(C(N(N1)C1CCNCC1)=O)(C)C (5-(3,4-dimethoxyphenyl)-4,4-dimethyl-2-(piperidin-4-yl)-2,4-dihydro-3H-pyrazol-3-one hydrochloride), BrC1=CC=C(C(=O)Cl)C=C1 (4-bromobenzoyl chloride). Product: BrC1=CC=C(C=C1)C(=O)N1CCC(CC1)N1N=C(C(C1=O)(C)C)C1=CC(=C(C=C1)OC)OC (2-{1-[(4-Bromophenyl)carbonyl]piperidin-4-yl}-5-(3,4-dimethoxyphenyl)-4,4-dimethyl-2,4-dihydro-3H-pyrazol-3-one). Reaction SMILES: Cl.[CH3:2][O:3][C:4]1[CH:5]=[C:6]([C:12]2[C:13]([CH3:25])([CH3:24])[C:14](=[O:23])[N:15]([CH:17]3[CH2:22][CH2:21][NH:20][CH2:19][CH2:18]3)[N:16]=2)[CH:7]=[CH:8][C:9]=1[O:10][CH3:11].[Br:26][C:27]1[CH:35]=[CH:34][C:30]([C:31](Cl)=[O:32])=[CH:29][CH:28]=1>>[Br:26][C:27]1[CH:35]=[CH:34][C:30]([C:31]([N:20]2[CH2:21][CH2:22][CH:17]([N:15]3[C:14](=[O:23])[C:13]([CH3:25])([CH3:24])[C:12]([C:6]4[CH:7]=[CH:8][C:9]([O:10][CH3:11])=[C:4]([O:3][CH3:2])[CH:5]=4)=[N:16]3)[CH2:18][CH2:19]2)=[O:32])=[CH:29][CH:28]=1 |f:0.1|. Reported procedure: The title compound is prepared analogously as described for GP1 using 5-(3,4-dimethoxyphenyl)-4,4-dimethyl-2-(piperidin-4-yl)-2,4-dihydro-3H-pyrazol-3-one hydrochloride (compound B1*HCl) and 4-bromobenzoyl chloride as starting compounds. The crude product is purified by crystallization from EA and diethyl ether to yield the title compound.